From a dataset of the Open Reaction Database (ORD), a public repository of structured organic reaction records. describe an organic reaction: reactants, conditions, products, and yield Starting materials: C(C)OC(COC1=C(C=CC(=C1)C1CN(CCC1)C(=O)C1=C(N=C(S1)C1=CC=C(C=C1)C(F)(F)F)C)C)=O ((2-methyl-5-{1-[4-methyl-2-(4-trifluoromethyl-phenyl)-thiazole-5-carbonyl]-piperidin-3-yl}-phenoxy)-acetic acid ethyl ester), C([O-])([O-])=O.[K+].[K+] (potassium carbonate), CO (methanol). Solvent: O (water). Product: CC1=C(OCC(=O)O)C=C(C=C1)[C@H]1CN(CCC1)C(=O)C1=C(N=C(S1)C1=CC=C(C=C1)C(F)(F)F)C ((S)-(2-methyl-5-{1-[4-methyl-2-(4-trifluoromethyl-phenyl)-thiazole-5-carbonyl]-piperidin-3-yl}-phenoxy)-acetic acid). The yield is 96.4%. As a reaction SMILES: C([O:3][C:4](=[O:38])[CH2:5][O:6][C:7]1[CH:12]=[C:11]([CH:13]2[CH2:18][CH2:17][CH2:16][N:15]([C:19]([C:21]3[S:25][C:24]([C:26]4[CH:31]=[CH:30][C:29]([C:32]([F:35])([F:34])[F:33])=[CH:28][CH:27]=4)=[N:23][C:22]=3[CH3:36])=[O:20])[CH2:14]2)[CH:10]=[CH:9][C:8]=1[CH3:37])C.C(=O)([O-])[O-].[K+].[K+].CO>O>[CH3:37][C:8]1[CH:9]=[CH:10][C:11]([C@@H:13]2[CH2:18][CH2:17][CH2:16][N:15]([C:19]([C:21]3[S:25][C:24]([C:26]4[CH:27]=[CH:28][C:29]([C:32]([F:35])([F:33])[F:34])=[CH:30][CH:31]=4)=[N:23][C:22]=3[CH3:36])=[O:20])[CH2:14]2)=[CH:12][C:7]=1[O:6][CH2:5][C:4]([OH:38])=[O:3] |f:1.2.3|. Reported procedure: A mixture of (2-methyl-5-{1-[4-methyl-2-(4-trifluoromethyl-phenyl)-thiazole-5-carbonyl]-piperidin-3-yl}-phenoxy)-acetic acid ethyl ester (146 mg, 0.26 mmol), potassium carbonate (71 mg, 0.52 mmol), methanol (10 mL) and water (2 mL) was heated at reflux for 3 h, cooled to room temperature and concentrated under reduced pressure. The resulting residue was taken up in water (50 mL), acidified with 1N aqueous hydrochloric acid and extracted with ethyl acetate (2×50 mL). The combined organic extracts... The reactants are O1C(CCCC1)ON1C([C@@H]([C@@H]1C)CCCC1=CC=C(C=C1)C)=O ((3R,4S)-1-(2-tetrahydropyranyloxy)-3-(3-(4-methylphenyl)-1-propyl)-4-methylazetidin-2-one), [OH-].[Na+] (sodium hydroxide). Run in O1CCOCC1 (dioxane). Conditions: temperature 23 celsius, time 20 hour. Yields the product CC1=CC=C(C=C1)CCC[C@@H](C(=O)O)[C@H](C)NOC1OCCCC1 ((2R,3S)-2-(3-(4-methylphenyl)-1-propyl)-3-(2-tetrahydropyranyloxyamino)butanoic acid). Isolated yield 67.0%. As a reaction SMILES: [O:1]1[CH2:6][CH2:5][CH2:4][CH2:3][CH:2]1[O:7][N:8]1[C@@H:11]([CH3:12])[C@@H:10]([CH2:13][CH2:14][CH2:15][C:16]2[CH:21]=[CH:20][C:19]([CH3:22])=[CH:18][CH:17]=2)[C:9]1=[O:23].[OH-:24].[Na+]>O1CCOCC1>[CH3:22][C:19]1[CH:20]=[CH:21][C:16]([CH2:15][CH2:14][CH2:13][C@H:10]([C@@H:11]([NH:8][O:7][CH:2]2[CH2:3][CH2:4][CH2:5][CH2:6][O:1]2)[CH3:12])[C:9]([OH:23])=[O:24])=[CH:17][CH:18]=1 |f:1.2|. Procedure details: To a solution of (3R,4S)-1-(2-tetrahydropyranyloxy)-3-(3-(4-methylphenyl)-1-propyl)-4-methylazetidin-2-one (160 mg, 0.51 mmol) in dioxane (1.5 mL) is added 1 M aqueous sodium hydroxide (0.75 mL). The solution is stirred at 23° C. for 20 h, then extracted with hexanes (10 mL). The aqueous layer is acidified to pH=3 with saturated aqueous sodium bisulfate solution, and is extracted with two 20 mL portions of ethyl acetate. The combined organics are washed with saturated aqueous sodium chloride, dr...